From a dataset of the Open Reaction Database (ORD), a public repository of structured organic reaction records. describe an organic reaction: reactants, conditions, products, and yield The reactants are CN, CCO, ClCCl, O=C(O)C=Cc1ccc(OCc2ccc(F)c(F)c2)cc1, O=S(Cl)Cl. Product: CNC(=O)C=Cc1ccc(OCc2ccc(F)c(F)c2)cc1. RXN SMILES: [CH3:26][NH2:27].[CH3:31][CH2:32][OH:33].[Cl:28][CH2:29][Cl:30].[F:1][c:2]1[cH:3][c:4]([CH2:5][O:6][c:7]2[cH:8][cH:9][c:10]([CH:13]=[CH:14][C:15](=[O:16])[OH:17])[cH:11][cH:12]2)[cH:18][cH:19][c:20]1[F:21].[S:22]([Cl:23])([Cl:24])=[O:25]>>[F:1][c:2]1[cH:3][c:4]([CH2:5][O:6][c:7]2[cH:8][cH:9][c:10]([CH:13]=[CH:14][C:15](=[O:16])[NH:27][CH3:26])[cH:11][cH:12]2)[cH:18][cH:19][c:20]1[F:21]. The reactants are BrC1N(CCCC1)OC1=CC=CC=C1 (bromophenoxypiperidine), CC(C)([O-])C.[Na+] (sodium tertbutoxide), C1(=CC=CC=C1)C (toluene), (±)BINAP, C(C1=CC=CC=C1)(C1=CC=CC=C1)=N (benzhydrylideneamine). The reagents and catalysts are C=1C=CC(=CC1)/C=C/C(=O)/C=C/C2=CC=CC=C2.C=1C=CC(=CC1)/C=C/C(=O)/C=C/C2=CC=CC=C2.C=1C=CC(=CC1)/C=C/C(=O)/C=C/C2=CC=CC=C2.[Pd].[Pd] (Pd2(dba)3). Run at time 2 hour. The product is N1CCC(CC1)OC=1C=C(C=CC1)N (3-(piperidin-4-yloxy)-phenylamine). As a reaction SMILES: Br[CH:2]1CCC[CH2:4][N:3]1OC1C=CC=CC=1.C(=[NH:28])(C1C=CC=CC=1)C1C=CC=CC=1.C[C:30]([CH3:33])([O-:32])[CH3:31].[Na+].[C:35]1(C)[CH:40]=[CH:39][CH:38]=[CH:37][CH:36]=1>C1C=CC(/C=C/C(/C=C/C2C=CC=CC=2)=O)=CC=1.C1C=CC(/C=C/C(/C=C/C2C=CC=CC=2)=O)=CC=1.C1C=CC(/C=C/C(/C=C/C2C=CC=CC=2)=O)=CC=1.[Pd].[Pd]>[NH:3]1[CH2:4][CH2:33][CH:30]([O:32][C:37]2[CH:36]=[C:35]([NH2:28])[CH:40]=[CH:39][CH:38]=2)[CH2:31][CH2:2]1 |f:2.3,5.6.7.8.9|. Procedure details: Next, the bromophenoxypiperidine intermediate is aminated at the benzo 3-position, as for example, by reacting the intermediate with (±)BINAP, Pd2(dba)3, benzhydrylideneamine, and sodium tertbutoxide in a suitable solvent, such as toluene or the like, under an inert atmosphere for about 1 to about 3 hrs., say about 2 hours, at about 50° C. to 100° C., say about 80° C. The resulting 3-(piperidin-4-yloxy)-phenylamine intermediate may then be isolated and purified by common procedures such as, but ...